Dataset: the Open Reaction Database (ORD), a public repository of structured organic reaction records. Task: describe an organic reaction: reactants, conditions, products, and yield The reactants are CCOCC(O[Si](C)(C)C(C)(C)C)C(=O)OC, C[Al](C)C, Cc1ccccc1, Cc1ccc(N)nc1, O, O=C(O)CC(O)(CC(=O)O)C(=O)O. Yields the product CCOCC(O[Si](C)(C)C(C)(C)C)C(=O)Nc1ccc(C)cn1. RXN SMILES: [C:13]([CH3:14])([CH3:15])([CH3:16])[Si:17]([O:18][CH:19]([C:20](=[O:21])[O:22][CH3:23])[CH2:24][O:25][CH2:26][CH3:27])([CH3:28])[CH3:29].[CH3:1][Al:2]([CH3:3])[CH3:4].[CH3:43][c:44]1[cH:45][cH:46][cH:47][cH:48][cH:49]1.[CH3:5][c:6]1[cH:7][cH:8][c:9]([NH2:12])[n:10][cH:11]1.[OH2:50].[OH:30][C:31]([CH2:32][C:33]([C:34](=[O:35])[OH:36])([CH2:37][C:38](=[O:39])[OH:40])[OH:41])=[O:42]>>[CH3:5][c:6]1[cH:7][cH:8][c:9]([NH:12][C:20]([CH:19]([O:18][Si:17]([C:13]([CH3:14])([CH3:15])[CH3:16])([CH3:28])[CH3:29])[CH2:24][O:25][CH2:26][CH3:27])=[O:21])[n:10][cH:11]1. Starting materials: O (Water), BrCC(=O)OC (methyl bromoacetate), C([O-])([O-])=O.[K+].[K+] (potassium carbonate), COC=1C=CC(=C2C=CC(N(C12)C)=O)CC1C(NC(S1)=O)=O (5-(8-methoxy-1-methyl-2-oxo-1,2-dihydroquinolin-5-ylmethyl)thiazolidine-2,4-dione). The solvent is CN(C)C=O (DMF). Conditions: time 8 hour. Product: COC(=O)CN1C(SC(C1=O)CC1=C2C=CC(N(C2=C(C=C1)OC)C)=O)=O (3-methoxycarbonylmethyl-5-(8-methoxy-1-methyl-2-oxo-1,2-dihydroquinolin-5-ylmethyl)thiazolidine-2,4-dione). The yield is 57.0%. As a reaction SMILES: [CH3:1][O:2][C:3]1[CH:4]=[CH:5][C:6]([CH2:15][CH:16]2[S:20][C:19](=[O:21])[NH:18][C:17]2=[O:22])=[C:7]2[C:12]=1[N:11]([CH3:13])[C:10](=[O:14])[CH:9]=[CH:8]2.Br[CH2:24][C:25]([O:27][CH3:28])=[O:26].C(=O)([O-])[O-].[K+].[K+].O>CN(C=O)C>[CH3:28][O:27][C:25]([CH2:24][N:18]1[C:17](=[O:22])[CH:16]([CH2:15][C:6]2[CH:5]=[CH:4][C:3]([O:2][CH3:1])=[C:12]3[C:7]=2[CH:8]=[CH:9][C:10](=[O:14])[N:11]3[CH3:13])[S:20][C:19]1=[O:21])=[O:26] |f:2.3.4|. Reported procedure: 350 mg of 5-(8-methoxy-1-methyl-2-oxo-1,2-dihydroquinolin-5-ylmethyl)thiazolidine-2,4-dione was dissolved in 5 ml of DMF. 0.156 ml of methyl bromoacetate and 0.25 g of potassium carbonate were added to the solution, followed by stirring at room temperature overnight. Water was added, and the mixture was extracted with methylene chloride. The organic layer was washed with saturated sodium chloride solution, and dried over sodium sulfate. After filtration, the solvent was distilled off under reduc... The reactants are C(C1=CC=CC=C1)OC1=C(C=CC(=C1)\C=C\C1NCC2=CC=CC=C2C1)N1CC(N(S1(=O)=O)CC[Si](C)(C)C)=O (5-{2-benzyloxy-4-[(E)-2-(1,2,3,4-tetrahydroisoquinolin-3-yl)-vinyl]-phenyl}-1,1-dioxo-2-(2-trimethylsilanylethyl)-1,2,5-thiadiazolidin-3-one), FC(C1=CC=C(C=C1)S(=O)(=O)Cl)(F)F (4-trifluoromethylbenzenesulfonyl chloride). Yields the product OC1=C(C=CC(=C1)CCC1N(CC2=CC=CC=C2C1)S(=O)(=O)C1=CC=C(C=C1)C(F)(F)F)N1CC(NS1(=O)=O)=O (5-(2-Hydroxy-4-{2-[2-(4-trifluoromethylbenzenesulfonyl)-1,2,3,4-tetrahydroisoquinolin-3-yl]-ethyl}-phenyl)-1,1-dioxo-1,2,5-thiadiazolidin-3-one). Reaction SMILES: C([O:8][C:9]1[CH:14]=[C:13](/[CH:15]=[CH:16]/[CH:17]2[CH2:26][C:25]3[C:20](=[CH:21][CH:22]=[CH:23][CH:24]=3)[CH2:19][NH:18]2)[CH:12]=[CH:11][C:10]=1[N:27]1[S:31](=[O:33])(=[O:32])[N:30](CC[Si](C)(C)C)[C:29](=[O:40])[CH2:28]1)C1C=CC=CC=1.[F:41][C:42]([F:54])([F:53])[C:43]1[CH:48]=[CH:47][C:46]([S:49](Cl)(=[O:51])=[O:50])=[CH:45][CH:44]=1>>[OH:8][C:9]1[CH:14]=[C:13]([CH2:15][CH2:16][CH:17]2[CH2:26][C:25]3[C:20](=[CH:21][CH:22]=[CH:23][CH:24]=3)[CH2:19][N:18]2[S:49]([C:46]2[CH:45]=[CH:44][C:43]([C:42]([F:41])([F:53])[F:54])=[CH:48][CH:47]=2)(=[O:51])=[O:50])[CH:12]=[CH:11][C:10]=1[N:27]1[S:31](=[O:33])(=[O:32])[NH:30][C:29](=[O:40])[CH2:28]1. Procedure: The title compound is prepared from 5-{2-benzyloxy-4-[(E)-2-(1,2,3,4-tetrahydroisoquinolin-3-yl)-vinyl]-phenyl}-1,1-dioxo-2-(2-trimethylsilanylethyl)-1,2,5-thiadiazolidin-3-one and 4-trifluoromethylbenzenesulfonyl chloride analogous to Example 200, steps F, G and H: (M−1)−=546. Reactants: ClC1=CC=NC2=CC=CC=C12 (4-Chloroquinoline), [N+](=O)([O-])C=1C=C(C=CC1[N+](=O)[O-])O (3,4-dinitrophenol). Solvent: [OH-].[Na+] (NaOH), C(Cl)Cl (CH2Cl2). Yields the product [N+](=O)([O-])C=1C=C(OC2=CC=NC3=CC=CC=C23)C=CC1[N+](=O)[O-] (4-(3,4-Dinitro-phenoxy)-quinoline). As a reaction SMILES: Cl[C:2]1[C:11]2[C:6](=[CH:7][CH:8]=[CH:9][CH:10]=2)[N:5]=[CH:4][CH:3]=1.[N+:12]([C:15]1[CH:16]=[C:17]([OH:24])[CH:18]=[CH:19][C:20]=1[N+:21]([O-:23])=[O:22])([O-:14])=[O:13]>C(Cl)Cl.[OH-].[Na+]>[N+:12]([C:15]1[CH:16]=[C:17]([CH:18]=[CH:19][C:20]=1[N+:21]([O-:23])=[O:22])[O:24][C:2]1[C:11]2[C:6](=[CH:7][CH:8]=[CH:9][CH:10]=2)[N:5]=[CH:4][CH:3]=1)([O-:14])=[O:13] |f:3.4|. Procedure details: 4-Chloroquinoline (4.3 g, 26.3 mmol) and 3,4-dinitrophenol (41.5 g, 24.4 mmol) were heated at 150° C. for 30 min. The mixture was cooled to RT and the residue was dissolved in CH2Cl2. The mixture was diluted in NaOH 2 M and extracted with CH2Cl2. The organic phase was dried, filtered and evaporated. The residue was diluted in EtOAc and filtered through a silica pad. The solvent was removed to give the title compound as a brown solid. The reactants are Cc1ccc(Br)c(F)c1, FC(F)(F)c1ccccc1, CC(C)(C#N)N=NC(C)(C)C#N, O=C1CCC(=O)N1Br. The product is Fc1cc(CBr)ccc1Br. Reaction SMILES: [Br:1][c:2]1[c:3]([F:9])[cH:4][c:5]([CH3:8])[cH:6][cH:7]1.[F:30][C:31]([c:32]1[cH:33][cH:34][cH:35][cH:36][cH:37]1)([F:38])[F:39].[N:18]#[C:19][C:20]([N:21]=[N:22][C:23]([C:24]#[N:25])([CH3:26])[CH3:27])([CH3:28])[CH3:29].[O:10]=[C:11]1[N:12]([Br:17])[C:13](=[O:14])[CH2:15][CH2:16]1>>[Br:1][c:2]1[c:3]([F:9])[cH:4][c:5]([CH2:8][Br:17])[cH:6][cH:7]1. Reactants: [Li]CCCC, C1CCOC1, O=C(Cl)OCc1ccccc1, O=C1CCCCN1, O. The product is O=C1CCCCN1C(=O)OCc1ccccc1. Reaction SMILES: [CH2:1]([Li:2])[CH2:3][CH2:4][CH3:5].[CH2:25]1[O:26][CH2:27][CH2:28][CH2:29]1.[Cl:13][C:14](=[O:15])[O:16][CH2:17][c:18]1[cH:19][cH:20][cH:21][cH:22][cH:23]1.[NH:6]1[C:7](=[O:12])[CH2:8][CH2:9][CH2:10][CH2:11]1.[OH2:24]>>[N:6]1([C:14](=[O:15])[O:16][CH2:17][c:18]2[cH:19][cH:20][cH:21][cH:22][cH:23]2)[C:7](=[O:12])[CH2:8][CH2:9][CH2:10][CH2:11]1. Reactants: CC(C)(C)[Si](C)(C)OCC1CCC(=O)N1, C1CCOC1, CI, [Cl-], [H-], [NH4+], [Na+]. The product is CN1C(=O)CCC1CO[Si](C)(C)C(C)(C)C. RXN SMILES: [C:1]([CH3:2])([CH3:3])([CH3:4])[Si:5]([O:6][CH2:7][CH:8]1[CH2:9][CH2:10][C:11](=[O:13])[NH:12]1)([CH3:14])[CH3:15].[CH2:22]1[O:23][CH2:24][CH2:25][CH2:26]1.[CH3:18][I:19].[Cl-:20].[H-:17].[NH4+:21].[Na+:16]>>[C:1]([CH3:2])([CH3:3])([CH3:4])[Si:5]([O:6][CH2:7][CH:8]1[CH2:9][CH2:10][C:11](=[O:13])[N:12]1[CH3:18])([CH3:14])[CH3:15].